From a dataset of the Open Reaction Database (ORD), a public repository of structured organic reaction records. describe an organic reaction: reactants, conditions, products, and yield Starting materials: ClC=1C=CC(=C(CC2CNC(CN(C2=O)C(=O)NC(C(=O)NCC(=O)OC(C)(C)C)CC)=O)C1)OC (tert-butyl {[2-({[6-(5-chloro-2-methoxybenzyl)-3,7-dioxo-1,4-diazepan-1-yl]carbonyl}amino)butanoyl]amino}acetate), Cl.C(C)(C)(C)OC(CN)=O (glycine tert-butyl ester hydrochloride), Cl.C(C)(C)(C)OC([C@H](N)C)=O (D-alanine tert-butyl ester hydrochloride). The product is ClC=1C=CC(=C(CC2CNC(CN(C2=O)C(=O)N[C@@H](C(=O)N[C@@H](C(=O)O)C)CC)=O)C1)OC ((2R)-2-{[(2R)-2-({[6-(5-chloro-2-methoxybenzyl)-3,7-dioxo-1,4-diazepan-1-yl]carbonyl}amino)butanoyl]amino}propanoic Acid). Reaction SMILES: [Cl:1][C:2]1[CH:3]=[CH:4][C:5]([O:35][CH3:36])=[C:6]([CH:34]=1)[CH2:7][CH:8]1[C:14](=[O:15])[N:13]([C:16]([NH:18][CH:19]([CH2:31][CH3:32])[C:20]([NH:22][CH2:23][C:24]([O:26]C(C)(C)C)=[O:25])=[O:21])=[O:17])[CH2:12][C:11](=[O:33])[NH:10][CH2:9]1.Cl.[C:38](OC(=O)CN)(C)(C)C.Cl.C(OC(=O)[C@@H](C)N)(C)(C)C>>[Cl:1][C:2]1[CH:3]=[CH:4][C:5]([O:35][CH3:36])=[C:6]([CH:34]=1)[CH2:7][CH:8]1[C:14](=[O:15])[N:13]([C:16]([NH:18][C@H:19]([CH2:31][CH3:32])[C:20]([NH:22][C@H:23]([CH3:38])[C:24]([OH:26])=[O:25])=[O:21])=[O:17])[CH2:12][C:11](=[O:33])[NH:10][CH2:9]1 |f:1.2,3.4|. Procedure: Instead of the starting material compound of Example 220, that is, the glycine tert-butyl ester hydrochloride, D-alanine tert-butyl ester hydrochloride was used for the similar procedure as in Example 220 and Example 245 to obtain the title compound. Reaction SMILES: [CH2:1]([C:3]1[CH:4]=[N:5][C:6]([NH:9][CH2:10][CH2:11][C:12]2[CH:17]=[C:16]([CH3:18])[C:15]([O:19]C)=[CH:14][C:13]=2[CH3:21])=[N:7][CH:8]=1)[CH3:2].[F:22][C:23]([F:34])([F:33])[O:24][C:25]1[CH:26]=[C:27]([CH:30]=[CH:31][CH:32]=1)[CH2:28]Br>>[CH2:1]([C:3]1[CH:4]=[N:5][C:6]([N:9]([CH2:28][C:27]2[CH:30]=[CH:31][CH:32]=[C:25]([O:24][C:23]([F:22])([F:33])[F:34])[CH:26]=2)[CH2:10][CH2:11][C:12]2[C:13]([CH3:21])=[CH:14][C:15]([OH:19])=[C:16]([CH3:18])[CH:17]=2)=[N:7][CH:8]=1)[CH3:2]. Yields the product C(C)C=1C=NC(=NC1)N(CCC1=CC(=C(C=C1C)O)C)CC1=CC(=CC=C1)OC(F)(F)F (4-(2-{(5-Ethylpyrimidin-2-yl)[3-(trifluoromethoxy)benzyl]amino}ethyl)-2,5-dimethylphenol). Reactants: C(C)C=1C=NC(=NC1)NCCC1=C(C=C(C(=C1)C)OC)C (5-ethyl-N-[2-(4-methoxy-2,5-dimethylphenyl)ethyl]pyrimidin-2-amine), FC(OC=1C=C(CBr)C=CC1)(F)F (3-trifluoromethoxy benzyl bromide). Reported procedure: Similarly prepared from 5-ethyl-N-[2-(4-methoxy-2,5-dimethylphenyl)ethyl]pyrimidin-2-amine and 3-trifluoromethoxy benzyl bromide.